Dataset: the Open Reaction Database (ORD), a public repository of structured organic reaction records. Task: describe an organic reaction: reactants, conditions, products, and yield Reactants: CC=1C=C(C=O)C=CC1C (3,4-dimethylbenzaldehyde), I.NNC(=N)NCC1=CC=CC=C1 (1-amino-3-benzylguanidine hydroiodide). The solvent is C(C)O (ethanol). Product: I.C(C1=CC=CC=C1)NC(=N)NN=CC1=CC(=C(C=C1)C)C (1-Benzyl-3-[(3,4-dimethylbenzylidene)amino]guanidine hydroiodide). RXN SMILES: [CH3:1][C:2]1[CH:3]=[C:4]([CH:7]=[CH:8][C:9]=1[CH3:10])[CH:5]=O.[IH:11].[NH2:12][NH:13][C:14]([NH:16][CH2:17][C:18]1[CH:23]=[CH:22][CH:21]=[CH:20][CH:19]=1)=[NH:15]>C(O)C>[IH:11].[CH2:17]([NH:16][C:14]([NH:13][N:12]=[CH:5][C:4]1[CH:7]=[CH:8][C:9]([CH3:10])=[C:2]([CH3:1])[CH:3]=1)=[NH:15])[C:18]1[CH:23]=[CH:22][CH:21]=[CH:20][CH:19]=1 |f:1.2,4.5|. Reported procedure: A mixture of 2.68 g. of 3,4-dimethylbenzaldehyde and 5.84 g. of 1-amino-3-benzylguanidine hydroiodide [W. J. Finnegan, R. A. Henry and E. Lieber, J. Org. Chem., 18, 779 (1953)] in 30 ml. of 66% aqueous ethanol is heated under reflux for 3 hours and then allowed to cool and crystallize. Filtration gives nearly colorless crystals which are recrystallized from aqueous ethanol, giving the desired product as cream-colored crystals, m.p. 183°-185° C. The reactants are O1C=C(C=C1)CN1C=C(C2=CC=CC=C12)C1CCNCC1 (1-furan-3-ylmethyl-3-piperidin-4-yl-1H-indole), C(C)OC(C1=C(C=CC(=C1)CBr)OC)=O (5-bromomethyl-2-methoxy-benzoic acid ethyl ester). The product is O1C=C(C=C1)CN1C=C(C2=CC=CC=C12)C1CCN(CC1)CC=1C=CC(=C(C(=O)O)C1)OC (5-[4-(1-furan-3-ylmethyl-1H-indol-3-yl)-piperidin-1-ylmethyl]-2-methoxy-benzoic acid). RXN SMILES: [O:1]1[CH:5]=[CH:4][C:3]([CH2:6][N:7]2[C:15]3[C:10](=[CH:11][CH:12]=[CH:13][CH:14]=3)[C:9]([CH:16]3[CH2:21][CH2:20][NH:19][CH2:18][CH2:17]3)=[CH:8]2)=[CH:2]1.C([O:24][C:25](=[O:36])[C:26]1[CH:31]=[C:30]([CH2:32]Br)[CH:29]=[CH:28][C:27]=1[O:34][CH3:35])C>>[O:1]1[CH:5]=[CH:4][C:3]([CH2:6][N:7]2[C:15]3[C:10](=[CH:11][CH:12]=[CH:13][CH:14]=3)[C:9]([CH:16]3[CH2:21][CH2:20][N:19]([CH2:32][C:30]4[CH:29]=[CH:28][C:27]([O:34][CH3:35])=[C:26]([CH:31]=4)[C:25]([OH:36])=[O:24])[CH2:18][CH2:17]3)=[CH:8]2)=[CH:2]1. Procedure: This compound was prepared following the procedure described in example 13 (part D) starting with 1.9 g (6.5 mmol) of 1-furan-3-ylmethyl-3-piperidin-4-yl-1H-indole and 1.9 g (7.1 mmol) 5-bromomethyl-2-methoxy-benzoic acid ethyl ester. After standard work-up, 1.2 g (42% of yield) of the expected acid were obtained. Reactants: ClCCl (dichloromethane), C(C)(=O)OC(C)=O (Acetic anhydride), N,N-dimethylaminopyridine, C1(=CC=CC=C1)CONC1C=2C=CC(=NC2CCC1)OCC1=CC=CC=C1 (N,2-bis(phenylmethoxy)-5,6,7,8-tetrahydro-5-quinolinamine), ClCCl (dichloromethane). Conditions: time 48 hour. Product: Cl.C1(=CC=CC=C1)CON(C(C)=O)C1C=2C=CC(=NC2CCC1)OCC1=CC=CC=C1 (N-(Phenylmethoxy)-N-[5,6,7,8-tetrahydro-2-(phenylmethoxy)-5-quinolinyl]acetamide hydrochloride). Yield: 52.0%. RXN SMILES: [C:1](OC(=O)C)(=[O:3])[CH3:2].[C:8]1([CH2:14][O:15][NH:16][CH:17]2[CH2:26][CH2:25][CH2:24][C:23]3[N:22]=[C:21]([O:27][CH2:28][C:29]4[CH:34]=[CH:33][CH:32]=[CH:31][CH:30]=4)[CH:20]=[CH:19][C:18]2=3)[CH:13]=[CH:12][CH:11]=[CH:10][CH:9]=1.[Cl:35]CCl>>[ClH:35].[C:8]1([CH2:14][O:15][N:16]([CH:17]2[CH2:26][CH2:25][CH2:24][C:23]3[N:22]=[C:21]([O:27][CH2:28][C:29]4[CH:34]=[CH:33][CH:32]=[CH:31][CH:30]=4)[CH:20]=[CH:19][C:18]2=3)[C:1](=[O:3])[CH3:2])[CH:9]=[CH:10][CH:11]=[CH:12][CH:13]=1 |f:3.4|. Reported procedure: Acetic anhydride (3.77 g) was added to a solution of N,N-dimethylaminopyridine (0.2 g), N,2-bis(phenylmethoxy)-5,6,7,8-tetrahydro-5-quinolinamine (12.1 g) and dichloromethane (170 ml) at room temperature. The mixture was stirred at room temperature for 48 hrs, diluted with dichloromethane, and extracted with saturated sodium bicarbonate solution. The combined extracts were washed with water, brine, dried over anhydrous magnesium sulfate, filtered, and the filtrate was concentrated. The residue w... The reactants are CCO, Cl, C[Si](C)(C)CCOCn1nc(-c2ccsc2)c2c1CC(c1ccccc1)(c1ccccc1)C=C2, C[Si](C)(C)CCOCN1NC2=C(C=CC(c3ccccc3)(c3ccccc3)C2)C1c1ccsc1. Product: C1=CC(c2ccccc2)(c2ccccc2)Cc2[nH]nc(-c3ccsc3)c21. RXN SMILES: [CH3:70][CH2:71][OH:72].[ClH:69].[c:1]1([C:7]2([c:29]3[cH:30][cH:31][cH:32][cH:33][cH:34]3)[CH:8]=[CH:9][c:10]3[c:11](-[c:24]4[cH:25][s:26][cH:27][cH:28]4)[n:12][n:13]([CH2:16][O:17][CH2:18][CH2:19][Si:20]([CH3:21])([CH3:22])[CH3:23])[c:14]3[CH2:15]2)[cH:2][cH:3][cH:4][cH:5][cH:6]1.[c:35]1([C:36]2([c:37]3[cH:38][cH:39][cH:40][cH:41][cH:42]3)[CH2:43][C:44]3=[C:61]([CH:55]([c:56]4[cH:57][cH:58][s:59][cH:60]4)[N:46]([CH2:47][O:48][CH2:49][CH2:50][Si:51]([CH3:52])([CH3:53])[CH3:54])[NH:45]3)[CH:62]=[CH:63]2)[cH:64][cH:65][cH:66][cH:67][cH:68]1>>[c:1]1([C:7]2([c:29]3[cH:30][cH:31][cH:32][cH:33][cH:34]3)[CH:8]=[CH:9][c:10]3[c:11](-[c:24]4[cH:25][s:26][cH:27][cH:28]4)[n:12][nH:13][c:14]3[CH2:15]2)[cH:2][cH:3][cH:4][cH:5][cH:6]1. The reactants are C([O-])([O-])=O.[Na+].[Na+] (sodium carbonate), ClC=1C=C2C(=CNC2=CC1)CCNC(C1=CC(=CC=C1)I)=O (N-(2-(5-chloro-1H-indol-3-yl)ethyl)-3-iodobenzamide), FC(C1=CC=C(C=C1)B(O)O)(F)F (4-(trifluoromethyl)phenylboronic acid). The reagents and catalysts are C=1C=CC(=CC1)[P](C=2C=CC=CC2)(C=3C=CC=CC3)[Pd]([P](C=4C=CC=CC4)(C=5C=CC=CC5)C=6C=CC=CC6)([P](C=7C=CC=CC7)(C=8C=CC=CC8)C=9C=CC=CC9)[P](C=1C=CC=CC1)(C=1C=CC=CC1)C=1C=CC=CC1 (tetrakis(triphenylphosphine)palladium). Solvent: C(OC)COC (dimethoxyethane), O (water). The product is eluent, ClC=1C=C2C(=CNC2=CC1)CCNC(=O)C=1C=C(C=CC1)C1=CC=C(C=C1)C(F)(F)F (N-(2-(5-chloro-1H-indol-3-yl)ethyl)-4′-(trifluoromethyl)biphenyl-3-carboxamide). Isolated yield 37.2%. As a reaction SMILES: [Cl:1][C:2]1[CH:3]=[C:4]2[C:8](=[CH:9][CH:10]=1)[NH:7][CH:6]=[C:5]2[CH2:11][CH2:12][NH:13][C:14](=[O:22])[C:15]1[CH:20]=[CH:19][CH:18]=[C:17](I)[CH:16]=1.[F:23][C:24]([F:35])([F:34])[C:25]1[CH:30]=[CH:29][C:28](B(O)O)=[CH:27][CH:26]=1.C(=O)([O-])[O-].[Na+].[Na+]>C(COC)OC.O.C1C=CC([P]([Pd]([P](C2C=CC=CC=2)(C2C=CC=CC=2)C2C=CC=CC=2)([P](C2C=CC=CC=2)(C2C=CC=CC=2)C2C=CC=CC=2)[P](C2C=CC=CC=2)(C2C=CC=CC=2)C2C=CC=CC=2)(C2C=CC=CC=2)C2C=CC=CC=2)=CC=1>[Cl:1][C:2]1[CH:3]=[C:4]2[C:8](=[CH:9][CH:10]=1)[NH:7][CH:6]=[C:5]2[CH2:11][CH2:12][NH:13][C:14]([C:15]1[CH:16]=[C:17]([C:28]2[CH:29]=[CH:30][C:25]([C:24]([F:35])([F:34])[F:23])=[CH:26][CH:27]=2)[CH:18]=[CH:19][CH:20]=1)=[O:22] |f:2.3.4,^1:52,54,73,92|. Procedure details: N-(2-(5-chloro-1H-indol-3-yl)ethyl)-4′-(trifluoromethyl)biphenyl-3-carboxamide was prepared according to method B with N-(2-(5-chloro-1H-indol-3-yl)ethyl)-3-iodobenzamide (0.075 g; 0.176 mmol), 4-(trifluoromethyl)phenylboronic acid (0.035 g; 0.180 mmol), tetrakis(triphenylphosphine)palladium (0.010 g; 0.009 mmol), sodium carbonate (0.037 g; 0.353 mmol), in dimethoxyethane (3 mL) and water (1 mL), irradiated in a microwave oven at 180° C. for 5 minutes. Flash chromatography on silica gel (eluent ... The reactants are CCOC(=O)c1c(N)sc(-c2ccccc2)c1C, COC=CC(=O)C(C)C, Cc1ccccc1, CCOC(C)=O, O, Cc1ccc(S(=O)(=O)O)cc1. Yields the product CCOC(=O)c1c(NC=CC(=O)C(C)C)sc(-c2ccccc2)c1C. RXN SMILES: [CH2:1]([CH3:2])[O:3][C:4](=[O:5])[c:6]1[c:7]([NH2:18])[s:8][c:9](-[c:12]2[cH:13][cH:14][cH:15][cH:16][cH:17]2)[c:10]1[CH3:11].[CH3:19][O:20][CH:21]=[CH:22][C:23]([CH:24]([CH3:25])[CH3:26])=[O:27].[CH3:40][c:41]1[cH:42][cH:43][cH:44][cH:45][cH:46]1.[CH3:47][CH2:48][O:49][C:50](=[O:51])[CH3:52].[OH2:28].[c:29]1([CH3:30])[cH:31][cH:32][c:33]([S:34]([OH:35])(=[O:36])=[O:37])[cH:38][cH:39]1>>[CH2:1]([CH3:2])[O:3][C:4](=[O:5])[c:6]1[c:7]([NH:18][CH:21]=[CH:22][C:23]([CH:24]([CH3:25])[CH3:26])=[O:27])[s:8][c:9](-[c:12]2[cH:13][cH:14][cH:15][cH:16][cH:17]2)[c:10]1[CH3:11]. Starting materials: CC(C)(C)[Si](C)(C)Cl (TBSCl), [C@@H]1(C[C@H](O)[C@@H](CO)O1)N1C=NC=2C(O)=NC=NC12 (2′-deoxyinosine). The solvent is CN(C)C=O (DMF). Reaction conditions: time 12 hour. Yields the product [Si](C)(C)(C(C)(C)C)[C@@]1(C[C@@H](O[C@@H]1CO[Si](C)(C)C(C)(C)C)N1C=NC=2C(O)=NC=NC12)O (3′,5′-O-bis-tert-butyldimethylsilyl-2′-deoxyinosine). RXN SMILES: [CH3:1][C:2]([Si:5](Cl)([CH3:7])[CH3:6])([CH3:4])[CH3:3].[C@@H:9]1([N:17]2[C:26]3[N:25]=[CH:24][N:23]=[C:21]([OH:22])[C:20]=3[N:19]=[CH:18]2)[O:16][C@H:13]([CH2:14][OH:15])[C@@H:11]([OH:12])[CH2:10]1>CN(C=O)C>[Si:5]([C@@:11]1([OH:12])[C@@H:13]([CH2:14][O:15][Si:5]([C:2]([CH3:4])([CH3:3])[CH3:1])([CH3:7])[CH3:6])[O:16][C@@H:9]([N:17]2[C:26]3[N:25]=[CH:24][N:23]=[C:21]([OH:22])[C:20]=3[N:19]=[CH:18]2)[CH2:10]1)([C:2]([CH3:4])([CH3:3])[CH3:1])([CH3:7])[CH3:6]. Procedure details: A solution of TBSCl (1.91 g, 12.67 mmol) was added to a solution of 2′-deoxyinosine (1.00 g, 3.96 mmol) and imidiazole (1.73 g, 25.34 mmol) in anhydrous DMF (3 mL) at 0° C. under nitrogen atmosphere. The reaction mixture was gradually warmed to room temperature and stirred for 12 hours. The mixture was then concentrated in vacuo, dissolved in CH2Cl2 (100 mL), washed twice with water (50 mL), dried over anhydrous Na2SO4, concentrated in vacuo, and purified by silica gel chromatography to yield 3′... Starting materials: N#Cc1cccc(CBr)c1, CCc1c(C(=O)c2cc(C)cc(C)c2)[nH]c(=O)[nH]c1=O. The product is CCc1c(C(=O)c2cc(C)cc(C)c2)n(Cc2cccc(C#N)c2)c(=O)[nH]c1=O. RXN SMILES: [C:21](#[N:22])[c:23]1[cH:24][c:25]([CH2:26][Br:27])[cH:28][cH:29][cH:30]1.[CH2:1]([CH3:2])[c:3]1[c:4](=[O:20])[nH:5][c:6](=[O:19])[nH:7][c:8]1[C:9]([c:10]1[cH:11][c:12]([CH3:17])[cH:13][c:14]([CH3:16])[cH:15]1)=[O:18]>>[CH2:1]([CH3:2])[c:3]1[c:4](=[O:20])[nH:5][c:6](=[O:19])[n:7]([CH2:26][c:25]2[cH:24][c:23]([C:21]#[N:22])[cH:30][cH:29][cH:28]2)[c:8]1[C:9]([c:10]1[cH:11][c:12]([CH3:17])[cH:13][c:14]([CH3:16])[cH:15]1)=[O:18]. Starting materials: O=C([O-])O, CCN(CC)CC#CCNC(=O)C(Cl)(c1ccccc1)C1CCCCC1, Cl, [Na+], O. Product: CCN(CC)CC#CCNC(=O)C(O)(c1ccccc1)C1CCCCC1. As a reaction SMILES: [C:28]([O-:29])(=[O:30])[OH:31].[CH2:2]([CH3:3])[N:4]([CH2:5][C:6]#[C:7][CH2:8][NH:9][C:10]([C:11]([c:12]1[cH:13][cH:14][cH:15][cH:16][cH:17]1)([CH:18]1[CH2:19][CH2:20][CH2:21][CH2:22][CH2:23]1)[Cl:24])=[O:25])[CH2:26][CH3:27].[ClH:1].[Na+:32].[OH2:33]>>[CH2:2]([CH3:3])[N:4]([CH2:5][C:6]#[C:7][CH2:8][NH:9][C:10]([C:11]([c:12]1[cH:13][cH:14][cH:15][cH:16][cH:17]1)([CH:18]1[CH2:19][CH2:20][CH2:21][CH2:22][CH2:23]1)[OH:29])=[O:25])[CH2:26][CH3:27]. Starting materials: [Li+].CC(C)[N-]C(C)C (LDA), C(CCC=C)(=O)N1C(O[C@@H]([C@@H]1C1=CC=CC=C1)C1=CC=CC=C1)=O ((4S,5R)-3-pent-4-enoyl-4,5-diphenyloxazolidin-2-one), BrCC1=C(C=CC=C1F)Cl (2-(bromomethyl)-1-chloro-3-fluorobenzene). Run in C1CCOC1 (THF). Conditions: temperature -78 celsius. Product: ClC1=C(C[C@H](C(=O)N2C(O[C@@H]([C@@H]2C2=CC=CC=C2)C2=CC=CC=C2)=O)CC=C)C(=CC=C1)F ((4S,5R)-3-((R)-2-(2-Chloro-6-fluorobenzyl)pent-4-enoyl)-4,5-diphenyloxazolidin-2-one). Yield: 100.1%. Reaction SMILES: [C:1]([N:7]1[C@@H:11]([C:12]2[CH:17]=[CH:16][CH:15]=[CH:14][CH:13]=2)[C@@H:10]([C:18]2[CH:23]=[CH:22][CH:21]=[CH:20][CH:19]=2)[O:9][C:8]1=[O:24])(=[O:6])[CH2:2][CH2:3][CH:4]=[CH2:5].[Li+].CC([N-]C(C)C)C.Br[CH2:34][C:35]1[C:40]([F:41])=[CH:39][CH:38]=[CH:37][C:36]=1[Cl:42]>C1COCC1>[Cl:42][C:36]1[CH:37]=[CH:38][CH:39]=[C:40]([F:41])[C:35]=1[CH2:34][C@@H:2]([CH2:3][CH:4]=[CH2:5])[C:1]([N:7]1[C@@H:11]([C:12]2[CH:17]=[CH:16][CH:15]=[CH:14][CH:13]=2)[C@@H:10]([C:18]2[CH:23]=[CH:22][CH:21]=[CH:20][CH:19]=2)[O:9][C:8]1=[O:24])=[O:6] |f:1.2|. Procedure: Dissolve (4S,5R)-3-pent-4-enoyl-4,5-diphenyloxazolidin-2-one (1.0 g, 3.1 mmol) in THF (50 mL) and cool the mixture to −78° C. under N2 with stirring. Add dropwise LDA (2.7 mL, 4.0 mmol, 1.5 M in THF) and stir the mixture for 0.5 hours. Then add 2-(bromomethyl)-1-chloro-3-fluorobenzene (1.39 g, 6.22 mmol). Continue to stir the reaction mixture for one hour until TLC shows that the starting material has been consumed. Add water (50 mL) and extract the aqueous with CH2Cl2 (3×250 mL). Combine the or...